Dataset: the Open Reaction Database (ORD), a public repository of structured organic reaction records. Task: describe an organic reaction: reactants, conditions, products, and yield Reactants: C(C1=CC=CC=C1)OC=1C=C2C=3C(=C(N=CC3N(C2=CC1)S(=O)(=O)C1=CC=C(C=C1)C)C(C1=CC=CC=C1)O)COC (6-benzyloxy-3-(1-hydroxy-1-phenylmethyl)4methoxymethyl-9-(4-methylphenylsulfonyl)-beta-carboline), C[O-].[Na+] (sodium methylate), [H-].[Na+] (sodium hydride). Solvent: C(C)O (ethanol). Product: C(C1=CC=CC=C1)OC=1C=C2C=3C(=C(N=CC3NC2=CC1)C(C1=CC=CC=C1)O)COC (6-Benzyloxy-3-(1-hydroxy-1-phenylmethyl)-4-methoxymethyl-beta-carboline). Isolated yield 95.9%. As a reaction SMILES: [CH2:1]([O:8][C:9]1[CH:10]=[C:11]2[C:19](=[CH:20][CH:21]=1)[N:18](S(C1C=CC(C)=CC=1)(=O)=O)[C:17]1[CH:16]=[N:15][C:14]([CH:32]([OH:39])[C:33]3[CH:38]=[CH:37][CH:36]=[CH:35][CH:34]=3)=[C:13]([CH2:40][O:41][CH3:42])[C:12]2=1)[C:2]1[CH:7]=[CH:6][CH:5]=[CH:4][CH:3]=1.C[O-].[Na+].[H-].[Na+]>C(O)C>[CH2:1]([O:8][C:9]1[CH:10]=[C:11]2[C:19](=[CH:20][CH:21]=1)[NH:18][C:17]1[CH:16]=[N:15][C:14]([CH:32]([OH:39])[C:33]3[CH:38]=[CH:37][CH:36]=[CH:35][CH:34]=3)=[C:13]([CH2:40][O:41][CH3:42])[C:12]2=1)[C:2]1[CH:7]=[CH:6][CH:5]=[CH:4][CH:3]=1 |f:1.2,3.4|. Procedure: 300 mg of 6-benzyloxy-3-(1-hydroxy-1-phenylmethyl)4methoxymethyl-9-(4-methylphenylsulfonyl)-beta-carboline was added a sodium methylate solution of 50 mg of 80% sodium hydride and 30 ml of absolute ethanol and refluxed for 2 hours under argon. After distilling off the solvent, the residue was taken up in ethyl acetate and washed with saturated sodium chloride solution. After column chromatography on silica gel in the system of dichloromethane/ethanol 12:1, 211 mg of the title compound was obtain... Reactants: [N+](=O)([O-])C1=C(C(=O)OC)C=CC(=C1)C(=O)OC (dimethyl 2-nitroterephthalate). Reagents/catalysts: [Pd] (palladium/charcoal). Solvent: CO (methanol), O1CCCC1 (tetrahydrofuran). Product: NC1=C(C(=O)OC)C=CC(=C1)C(=O)OC (Dimethyl 2-aminoterephthalate). RXN SMILES: [N+:1]([C:4]1[CH:13]=[C:12]([C:14]([O:16][CH3:17])=[O:15])[CH:11]=[CH:10][C:5]=1[C:6]([O:8][CH3:9])=[O:7])([O-])=O>CO.O1CCCC1.[Pd]>[NH2:1][C:4]1[CH:13]=[C:12]([C:14]([O:16][CH3:17])=[O:15])[CH:11]=[CH:10][C:5]=1[C:6]([O:8][CH3:9])=[O:7]. Reported procedure: 23.9 g (0.1 mol) of dimethyl 2-nitroterephthalate are hydrogenated in a mixture of 100 ml of methanol and 200 ml of tetrahydrofuran with palladium/charcoal at 5 bar and 20° C. After the catalyst has been removed by suction filtering the solvent is evaporated off and the residue is recrystallised from methanol. Yield 18-19 g, yellowish crystals m.p. 130-131° C. The yield is 94.7%. Yields the product COC(=O)C=1NC(CC(C1)=O)C1=C(C(=C(C=C1)Cl)OC)F (6-(4-chloro-2-fluoro-3-methoxyphenyl)-4-oxo-1,4,5,6-tetrahydropyridine-2-carboxylic acid methyl ester). Reactants: C1(=CC=CC=C1)OC(=O)N1C(=CC(CC1C1=C(C(=C(C=C1)Cl)OC)F)=O)C(=O)OC (6-(4-chloro-2-fluoro-3-methoxyphenyl)-4-oxo-5,6-dihydro-4H-pyridine-1,2-dicarboxylic acid 2-methyl ester 1-phenyl ester), C[O-].[Na+] (sodium methoxide). Reported procedure: 6-(4-Chloro-2-fluoro-3-methoxyphenyl)-4-oxo-5,6-dihydro-4H-pyridine-1,2-dicarboxylic acid 2-methyl ester 1-phenyl ester (15; 7.213 g, 0.0166 mol) was slurried in MeOH (80 mL). The suspension was cooled in an ice bath, and solid sodium methoxide (NaOMe; 1.08 g, 0.02 mol) was added. After 1 h, the reaction was quenched with saturated aqueous NH4Cl solution (80 mL) and H2O (50 mL) and then cooled in ice. The precipitate was filtered, washed with H2O followed by cold MeOH and dried in air to give 6-... The solvent is CO (MeOH). Conditions: time 1 hour. As a reaction SMILES: C1(OC([N:10]2[CH:15]([C:16]3[CH:21]=[CH:20][C:19]([Cl:22])=[C:18]([O:23][CH3:24])[C:17]=3[F:25])[CH2:14][C:13](=[O:26])[CH:12]=[C:11]2[C:27]([O:29][CH3:30])=[O:28])=O)C=CC=CC=1.C[O-].[Na+]>CO>[CH3:30][O:29][C:27]([C:11]1[NH:10][CH:15]([C:16]2[CH:21]=[CH:20][C:19]([Cl:22])=[C:18]([O:23][CH3:24])[C:17]=2[F:25])[CH2:14][C:13](=[O:26])[CH:12]=1)=[O:28] |f:1.2|.